This data is from the Open Reaction Database (ORD), a public repository of structured organic reaction records. The task is: describe an organic reaction: reactants, conditions, products, and yield Starting materials: ClC1=CC=2C(=C(N(S(C2S1)(=O)=O)C)C(=O)OC)O (6-chloro-4-hydroxy-2-methyl-3-methoxycarbonyl-2H-thieno[3,2-e]1,2-thiazine-1,1-dioxide), NC=1SC=CN1 (2-aminothiazole). The solvent is C=1(C(=CC=CC1)C)C (xylene). Run at time 8 hour. The product is ClC1=CC=2C(=C(N(S(C2S1)(=O)=O)C)C(NC=1SC=CN1)=O)O (6-chloro-4-hydroxy-2-methyl-3-(2-thiazolylcarbamoyl)-2H-thieno[3,2-e]-1,2-thiazine-1,1-dioxide). RXN SMILES: [Cl:1][C:2]1[S:10][C:9]2[S:8](=[O:12])(=[O:11])[N:7]([CH3:13])[C:6]([C:14]([O:16]C)=O)=[C:5]([OH:18])[C:4]=2[CH:3]=1.[NH2:19][C:20]1[S:21][CH:22]=[CH:23][N:24]=1>C1(C)C(C)=CC=CC=1>[Cl:1][C:2]1[S:10][C:9]2[S:8](=[O:11])(=[O:12])[N:7]([CH3:13])[C:6]([C:14](=[O:16])[NH:19][C:20]3[S:21][CH:22]=[CH:23][N:24]=3)=[C:5]([OH:18])[C:4]=2[CH:3]=1. Reported procedure: 0.4 g. of 6-chloro-4-hydroxy-2-methyl-3-methoxycarbonyl-2H-thieno[3,2-e]1,2-thiazine-1,1-dioxide is heated under reflux for 16 hours with 0.19 g. of 2-aminothiazole in 45 ml. of absolute xylene, while passing a stream of nitrogen through the mixture. The reaction mixture is cooled to room temperature, and the product is crystallized out by scratching and then kept overnight in the cold. The precipitate crystals are removed by filtration under suction, recrystallized from ethanol, and 6-chloro-4-... Starting materials: CS(=O)(=O)C(CC(=O)O)(C)C (3-(methanesulfonyl)-3-methylbutyric acid), ICC (iodoethane). Product: C(C)S(=O)(=O)C(CC(=O)O)(C)C (3-(ethanesulfonyl)-3-methylbutyric acid). As a reaction SMILES: [CH3:1][S:2]([C:5]([CH3:11])([CH3:10])[CH2:6][C:7]([OH:9])=[O:8])(=[O:4])=[O:3].I[CH2:13]C>>[CH2:1]([S:2]([C:5]([CH3:11])([CH3:10])[CH2:6][C:7]([OH:9])=[O:8])(=[O:3])=[O:4])[CH3:13]. Procedure details: The starting material 3-(ethanesulfonyl)-3-methylbutyric acid was prepared in a manner analogous to that described for the preparation of 3-(methanesulfonyl)-3-methylbutyric acid, the starting material usedfor Example 95, using iodoethane in place of iodomethane. The reactants are OC1=CC=C(C2=CC=CC=C12)OCC1=CC=CC=C1 (1-hydroxy-4-benzyloxynaphthalene), C(Cl)C1CO1 (epichlorohydrin), [OH-].[Na+] (sodium hydroxide). Run in O (water), O (water). Yields the product C(C1=CC=CC=C1)OC1=C(C=C(C2=CC=CC=C12)CC1CO1)OC1=C(C2=CC=CC=C2C(=C1)CC1CO1)OCC1=CC=CC=C1 (1-Benzyloxy-4-(2,3-epoxypropyl)-naphthyl ether). RXN SMILES: O[C:2]1[C:11]2[C:6](=[CH:7][CH:8]=[CH:9][CH:10]=2)[C:5]([O:12][CH2:13][C:14]2[CH:19]=[CH:18][CH:17]=[CH:16][CH:15]=2)=[CH:4][CH:3]=1.[CH2:20]([CH:22]1[O:24][CH2:23]1)Cl.[OH-:25].[Na+]>O>[CH2:13]([O:12][C:5]1[C:6]2[C:11](=[CH:10][CH:9]=[CH:8][CH:7]=2)[C:2]([CH2:20][CH:22]2[O:24][CH2:23]2)=[CH:3][C:4]=1[O:25][C:4]1[CH:3]=[C:2]([CH2:20][CH:22]2[O:24][CH2:23]2)[C:11]2[C:6](=[CH:7][CH:8]=[CH:9][CH:10]=2)[C:5]=1[O:12][CH2:13][C:14]1[CH:15]=[CH:16][CH:17]=[CH:18][CH:19]=1)[C:14]1[CH:19]=[CH:18][CH:17]=[CH:16][CH:15]=1 |f:2.3|. Procedure details: To a solution of 4.3 g. (0.017 mole) 1-hydroxy-4-benzyloxynaphthalene in 15 ml. (0.19 mole) epichlorohydrin, which is heated to its boiling point while stirring, is carefully added dropwise 3.7 ml. 5M aqueous sodium hydroxide solution (0.0187 mole). The apparatus used for carrying out the reaction is equipped with a water separator so that the water distils off azeotropically from the reaction mixture with epichlorohydrin. After distilling off the theoretical amount of water, the reaction mixtur... The reactants are NC1=C(C=CC(=C1)Cl)O (2-amino-4-chlorophenol), C(C)(=O)OC(C)=O (acetic anhydride). The solvent is CO (methanol). Run at time 2 hour. Yields the product ClC=1C=CC(=C(C1)NC(C)=O)O (N-(5-Chloro-2-hydroxyphenyl)acetamide). Isolated yield 80.8%. RXN SMILES: [NH2:1][C:2]1[CH:7]=[C:6]([Cl:8])[CH:5]=[CH:4][C:3]=1[OH:9].[C:10](OC(=O)C)(=[O:12])[CH3:11]>CO>[Cl:8][C:6]1[CH:5]=[CH:4][C:3]([OH:9])=[C:2]([NH:1][C:10](=[O:12])[CH3:11])[CH:7]=1. Reported procedure: To a suspension of 2-amino-4-chlorophenol (1.43 g, 10.0 mmol) in methanol was added acetic anhydride (0.945 mL, 10.0 mmol) and the reaction mixture was stirred at room temperature for 2 h. The volatiles were removed in vacuo to give the subtitled compound (1.5 g). Reactants: COC(CC=1C(=NN(C1C)CC1=CC=C(C=C1)N)C)=O ([1-(4-amino-benzyl)-3,5-dimethyl-1H-pyrazol-4-yl]-acetic acid methyl ester), COC(CC=1C(=NN(C1C)CC1=CC=C(C=C1)N)C)=O ([1-(4-amino-benzyl)-3,5-dimethyl-1H-pyrazol-4-yl]-acetic acid methyl ester), ClC1=CC=C(C=O)C=C1 (4-chlorobenzaldehyde), C(C)(=O)O[BH-](OC(C)=O)OC(C)=O.[Na+] (sodium triacetoxyborohydride). Solvent: O1CCCC1 (tetrahydrofurane). Run at time 18 hour. Yields the product ClC1=CC=C(CNC2=CC=C(CN3N=C(C(=C3C)CC(=O)O)C)C=C2)C=C1 ({1-[4-(4-Chloro-benzylamino)-benzyl]-3,5-dimethyl-1H-pyrazol-4-yl}-acetic acid). Reaction SMILES: C[O:2][C:3](=[O:20])[CH2:4][C:5]1[C:6]([CH3:19])=[N:7][N:8]([CH2:11][C:12]2[CH:17]=[CH:16][C:15]([NH2:18])=[CH:14][CH:13]=2)[C:9]=1[CH3:10].[Cl:21][C:22]1[CH:29]=[CH:28][C:25]([CH:26]=O)=[CH:24][CH:23]=1.C(O[BH-](OC(=O)C)OC(=O)C)(=O)C.[Na+]>O1CCCC1>[Cl:21][C:22]1[CH:29]=[CH:28][C:25]([CH2:26][NH:18][C:15]2[CH:16]=[CH:17][C:12]([CH2:11][N:8]3[C:9]([CH3:10])=[C:5]([CH2:4][C:3]([OH:2])=[O:20])[C:6]([CH3:19])=[N:7]3)=[CH:13][CH:14]=2)=[CH:24][CH:23]=1 |f:2.3|. Procedure details: Reductive amination: To a solution of [1-(4-amino-benzyl)-3,5-dimethyl-1H-pyrazol-4-yl]-acetic acid methyl ester (intermediate 1.1.3, 100 mg, 0.37 mmol) in tetrahydrofurane (1 mL) was added 4-chlorobenzaldehyde (185 mg, 1.32 mmol) and sodium triacetoxyborohydride (240 mg, 1.13 mmol). The reaction mixture was stirred for 18 h at room temperature. The reaction mixture was filtered over Alox B, eluting with 10% methanol in dichloromethane. Saponification: After removing the volatiles under reduced ... Reactants: O=C(Nc1c[nH]c2ncc(Cl)c(F)c12)C1CCCC1, CC(C)(C)OC(=O)NC1CCCNC1. Yields the product CC(C)(C)OC(=O)NC1CCCN(c2c(Cl)cnc3[nH]cc(NC(=O)C4CCCC4)c23)C1. Reaction SMILES: [Cl:15][c:16]1[c:17]([F:33])[c:18]2[c:19]([n:20][cH:21]1)[nH:22][cH:23][c:24]2[NH:25][C:26](=[O:27])[CH:28]1[CH2:29][CH2:30][CH2:31][CH2:32]1.[NH:1]1[CH2:2][CH:3]([NH:7][C:8]([O:9][C:10]([CH3:11])([CH3:12])[CH3:13])=[O:14])[CH2:4][CH2:5][CH2:6]1>>[N:1]1([c:17]2[c:16]([Cl:15])[cH:21][n:20][c:19]3[c:18]2[c:24]([NH:25][C:26](=[O:27])[CH:28]2[CH2:29][CH2:30][CH2:31][CH2:32]2)[cH:23][nH:22]3)[CH2:2][CH:3]([NH:7][C:8]([O:9][C:10]([CH3:11])([CH3:12])[CH3:13])=[O:14])[CH2:4][CH2:5][CH2:6]1.